From a dataset of the Open Reaction Database (ORD), a public repository of structured organic reaction records. describe an organic reaction: reactants, conditions, products, and yield Starting materials: BrC=1C=C(C(=NC1)C1=C(C=CC=C1)OC)NC1=C(C(=NC2=CC(=CC(=C12)F)F)C1=NC=CC=C1)C (N-(5-bromo-2-(2-methoxyphenyl)pyridin-3-yl)-5,7-difluoro-3-methyl-2-(pyridin-2-yl)quinolin-4-amine), C1(CCCCC1)P(C1(C(=C(C=C(C1)C(C)C)C(C)C)C1=CC=CC=C1)C(C)C)C1CCCCC1 (2-dicyclohexylphosphino-2,4,6,-triisopropylbiphenyl), CC(C)C1=CC(=C(C(=C1)C(C)C)C2=C(C=CC=C2)P(C3CCCCC3)C4CCCCC4)C(C)C (X-Phos), N1CCOCC1 (morpholine), CC(C)([O-])C.[Na+] (sodium tert-butoxide). The reagents and catalysts are C=1C=CC(=CC1)/C=C/C(=O)/C=C/C2=CC=CC=C2.C=1C=CC(=CC1)/C=C/C(=O)/C=C/C2=CC=CC=C2.C=1C=CC(=CC1)/C=C/C(=O)/C=C/C2=CC=CC=C2.[Pd].[Pd] (tris(dibenzylideneacetone)dipalladium). The solvent is C1(=CC=CC=C1)C (toluene). Run at temperature 100 celsius, time 23 hour. The product is FC1=C2C(=C(C(=NC2=CC(=C1)F)C1=NC=CC=C1)C)NC=1C(=NC=C(C1)N1CCOCC1)C1=C(C=CC=C1)OC (5,7-difluoro-N-(2-(2-methoxyphenyl)-5-morpholinopyridin-3-yl)-3-methyl-2-(pyridin-2-yl)quinolin-4-amine). RXN SMILES: Br[C:2]1[CH:3]=[C:4]([NH:16][C:17]2[C:26]3[C:21](=[CH:22][C:23]([F:28])=[CH:24][C:25]=3[F:27])[N:20]=[C:19]([C:29]3[CH:34]=[CH:33][CH:32]=[CH:31][N:30]=3)[C:18]=2[CH3:35])[C:5]([C:8]2[CH:13]=[CH:12][CH:11]=[CH:10][C:9]=2[O:14][CH3:15])=[N:6][CH:7]=1.C1(P(C2CCCCC2)C2(C(C)C)CC(C(C)C)=CC(C(C)C)=C2C2C=CC=CC=2)CCCCC1.CC(C1C=C(C(C)C)C(C2C=CC=CC=2P(C2CCCCC2)C2CCCCC2)=C(C(C)C)C=1)C.[NH:104]1[CH2:109][CH2:108][O:107][CH2:106][CH2:105]1.CC(C)([O-])C.[Na+]>C1(C)C=CC=CC=1.C1C=CC(/C=C/C(/C=C/C2C=CC=CC=2)=O)=CC=1.C1C=CC(/C=C/C(/C=C/C2C=CC=CC=2)=O)=CC=1.C1C=CC(/C=C/C(/C=C/C2C=CC=CC=2)=O)=CC=1.[Pd].[Pd]>[F:27][C:25]1[CH:24]=[C:23]([F:28])[CH:22]=[C:21]2[C:26]=1[C:17]([NH:16][C:4]1[C:5]([C:8]3[CH:13]=[CH:12][CH:11]=[CH:10][C:9]=3[O:14][CH3:15])=[N:6][CH:7]=[C:2]([N:104]3[CH2:109][CH2:108][O:107][CH2:106][CH2:105]3)[CH:3]=1)=[C:18]([CH3:35])[C:19]([C:29]1[CH:34]=[CH:33][CH:32]=[CH:31][N:30]=1)=[N:20]2 |f:4.5,7.8.9.10.11|. Procedure: A mixture of N-(5-bromo-2-(2-methoxyphenyl)pyridin-3-yl)-5,7-difluoro-3-methyl-2-(pyridin-2-yl)quinolin-4-amine (84.1 mg, 0.158 mmol), 2-dicyclohexylphosphino-2,4,6,-triisopropylbiphenyl, (X-Phos) (16.6 mg, 0.035 mmol), tris(dibenzylideneacetone)dipalladium (0) (15.4 mg, 0.017 mmol), morpholine (0.03 mL, 0.345 mmol), and sodium tert-butoxide (47.8 mg, 0.5 mmol) in dry toluene (5 mL) was degassed by nitrogen. The mixture was heated to 100° C. After 23 h, the reaction was cooled to rt, then treate... Reactants: ClC1=C(C(=CC(=C1)OC=1C=CC2=C(N(N=N2)[C@H](CO)C2=CC=CC=C2)C1)F)C(F)(F)F ((S)-6-[(2-chloro-α,α,α,6-tetrafluoro-p-tolyl) oxy]-β-phenyl-1H-benzotriazole-1-ethanol). The reagents and catalysts are O=[Mn]=O (MnO2). Solvent: C(Cl)(Cl)Cl (chloroform). Conditions: temperature 40 celsius, time 18 hour. Product: ClC1=C(C(=CC(=C1)OC=1C=CC2=C(N(N=N2)[C@H](C=O)C2=CC=CC=C2)C1)F)C(F)(F)F ((S)-6[(2-chloro-α,α,α,6-tetrafluoro-p-tolyl)oxy]-α-phenyl-1H-benzotriazole-1-acetaldehyde). RXN SMILES: [Cl:1][C:2]1[CH:7]=[C:6]([O:8][C:9]2[CH:10]=[CH:11][C:12]3[N:16]=[N:15][N:14]([C@@H:17]([C:20]4[CH:25]=[CH:24][CH:23]=[CH:22][CH:21]=4)[CH2:18][OH:19])[C:13]=3[CH:26]=2)[CH:5]=[C:4]([F:27])[C:3]=1[C:28]([F:31])([F:30])[F:29]>C(Cl)(Cl)Cl.O=[Mn]=O>[Cl:1][C:2]1[CH:7]=[C:6]([O:8][C:9]2[CH:10]=[CH:11][C:12]3[N:16]=[N:15][N:14]([C@@H:17]([C:20]4[CH:25]=[CH:24][CH:23]=[CH:22][CH:21]=4)[CH:18]=[O:19])[C:13]=3[CH:26]=2)[CH:5]=[C:4]([F:27])[C:3]=1[C:28]([F:31])([F:30])[F:29]. Reported procedure: A mixture of (S)-6-[(2-chloro-α,α,α,6-tetrafluoro-p-tolyl) oxy]-β-phenyl-1H-benzotriazole-1-ethanol (1.0 g, 0.0022 mole) in chloroform is treated with MnO2, (1.0 g, 0.0115 mole) stirred at 40° C. for 18 hours and filtered through a bed of diatomaceous earth. The filtrate is concentrated in vacuo to give a residue which is chromatographed using silica gel and 10% tetrahydrofuran in carbon tetrachloride to yield the title product as a white solid, 0.42 g, mp 84°-85° C., characterized by elemental ... Starting materials: CN, CCO, O=C1c2ccccc2C(=O)N1Cc1nnc(-c2ncn3c2C2CCN2C(=O)c2sccc2-3)o1. Product: NCc1nnc(-c2ncn3c2C2CCN2C(=O)c2sccc2-3)o1. As a reaction SMILES: [CH3:1][NH2:2].[CH3:36][CH2:37][OH:38].[O:3]=[C:4]1[c:5]2[c:6]([cH:33][cH:34][s:35]2)-[n:7]2[c:8]([c:13](-[c:16]3[n:17][n:18][c:19]([CH2:21][N:22]4[C:23](=[O:24])[c:25]5[c:26]([cH:27][cH:28][cH:29][cH:30]5)[C:31]4=[O:32])[o:20]3)[n:14][cH:15]2)[CH:9]2[N:10]1[CH2:11][CH2:12]2>>[O:3]=[C:4]1[c:5]2[c:6]([cH:33][cH:34][s:35]2)-[n:7]2[c:8]([c:13](-[c:16]3[n:17][n:18][c:19]([CH2:21][NH2:22])[o:20]3)[n:14][cH:15]2)[CH:9]2[N:10]1[CH2:11][CH2:12]2. The reactants are [H-].C(C(C)C)[Al+]CC(C)C.COCCN1CCC(CC1)C=O (1-(2-Methoxyethyl)-piperidine-4-carbaldehyde Diisobutylaluminium hydride), product. The solvent is C1(=CC=CC=C1)C (toluene). Run at temperature -78 celsius, time 1 hour. Yields the product COCCN1CCC(CC1)C=O (1-(2-Methoxy-ethyl)-piperidine-4-carbaldehyde). The yield is 69.0%. Reaction SMILES: [H-].C([Al+]CC(C)C)C(C)C.[CH3:11][O:12][CH2:13][CH2:14][N:15]1[CH2:20][CH2:19][CH:18]([CH:21]=[O:22])[CH2:17][CH2:16]1>C1(C)C=CC=CC=1>[CH3:11][O:12][CH2:13][CH2:14][N:15]1[CH2:20][CH2:19][CH:18]([CH:21]=[O:22])[CH2:17][CH2:16]1 |f:0.1.2|. Procedure: 1-(2-Methoxyethyl)-piperidine-4-carboxylic acid ethyl ester A solution of ethyl isonipecotate (26 g, 166 mmol) in ethanol (150 ml) was treated with potassium carbonate (41 g, 297 mmol) and 2-bromoethyl methyl ether (25 g, 179 mmol). The reaction mixture was heated to reflex for 24 hours, cooled and then filtered. The filtrate was concentrated in vacuo to yield the title compound (32.76 g, 92%); MS(ES+) m/e 216 [M+H]+. Step 2. 1-(2-Methoxyethyl)-piperidine-4-carbaldehyde Diisobutylaluminium hydri... Reactants: [BH4-].[Na+] (sodium borohydride), ClC1=CC=C(C=C1)C(=O)C1C(C1)(F)F ((4-Chlorophenyl)(2,2-difluorocyclopropyl)methanone), [Cl-].[NH4+] (ammonium chloride), C(C)OCC (diethyl ether). The solvent is C(C)O (ethanol), C(C)(=O)OCC (ethyl acetate). Conditions: temperature 40 celsius, time 1 hour. Yields the product ClC1=CC=C(C=C1)C(O)C1C(C1)(F)F ((4-Chlorophenyl)(2,2-difluorocyclopropyl)methanol). Reaction SMILES: [BH4-].[Na+].[Cl:3][C:4]1[CH:9]=[CH:8][C:7]([C:10]([CH:12]2[CH2:14][C:13]2([F:16])[F:15])=[O:11])=[CH:6][CH:5]=1.[Cl-].[NH4+].C(OCC)C>C(O)C.C(OCC)(=O)C>[Cl:3][C:4]1[CH:5]=[CH:6][C:7]([CH:10]([CH:12]2[CH2:14][C:13]2([F:15])[F:16])[OH:11])=[CH:8][CH:9]=1 |f:0.1,3.4|. Reported procedure: 336 mg (8.89 mmol) of sodium borohydride were added to 1.75 g (8.08 mmol) of the compound from Example 124A in 33 ml of ethanol and 9 ml of ethyl acetate under argon, and the mixture was stirred at 40° C. for 1 h. The reaction mixture was added to saturated aqueous ammonium chloride solution and diethyl ether, the phases were separated, the aqueous phase was extracted twice with diethyl ether, and the combined organic phases were washed with saturated aqueous sodium chloride solution, dried over... Reactants: Cl.NC1(CCC1)C(=O)O (1-aminocyclobutanecarboxylic acid hydrochloride), CO (methanol), S(=O)(Cl)Cl (thionyl chloride). Run at time 3 hour. The product is Cl.COC(=O)C1(CCC1)N (methyl-1-aminocyclobutanecarboxylate hydrochloride). Isolated yield 98.0%. As a reaction SMILES: Cl.[NH2:2][C:3]1([C:7]([OH:9])=[O:8])[CH2:6][CH2:5][CH2:4]1.S(Cl)([Cl:12])=O.[CH3:14]O>>[ClH:12].[CH3:14][O:8][C:7]([C:3]1([NH2:2])[CH2:6][CH2:5][CH2:4]1)=[O:9] |f:0.1,4.5|. Procedure: 1-aminocyclobutanecarboxylic acid hydrochloride (5.2 g, 34.5 mmol) and methanol (120 ml) were charged. An ice bath was set, and thionyl chloride (3.7 ml, 51.7 mmol) was slowly added thereto. Then, the ice bath was removed, and the mixture was stirred at room temperature for 3 hours. The resultant product was vacuum-distilled to remove a solvent, and dried in a 60° C. oven so as to obtain methyl-1-aminocyclobutanecarboxylate hydrochloride (5.62 g, 37.1 mmol, 98%). As a reaction SMILES: [CH3:36][I:37].[H-:2].[Na+:1].[O:38]=[CH:39][N:40]([CH3:41])[CH3:42].[OH:3][C:4]1([c:22]2[cH:23][c:24](-[c:28]3[cH:29][c:30]([CH:34]=[CH2:35])[cH:31][cH:32][cH:33]3)[cH:25][cH:26][cH:27]2)[CH2:5][CH:6]([C:18](=[O:19])[O:20][CH3:21])[N:7]([C:9](=[O:10])[O:11][CH2:12][CH2:13][Si:14]([CH3:15])([CH3:16])[CH3:17])[CH2:8]1>>[O:3]([C:4]1([c:22]2[cH:23][c:24](-[c:28]3[cH:29][c:30]([CH:34]=[CH2:35])[cH:31][cH:32][cH:33]3)[cH:25][cH:26][cH:27]2)[CH2:5][CH:6]([C:18](=[O:19])[O:20][CH3:21])[N:7]([C:9](=[O:10])[O:11][CH2:12][CH2:13][Si:14]([CH3:15])([CH3:16])[CH3:17])[CH2:8]1)[CH3:36]. Yields the product C=Cc1cccc(-c2cccc(C3(OC)CC(C(=O)OC)N(C(=O)OCC[Si](C)(C)C)C3)c2)c1. The reactants are CI, [H-], [Na+], CN(C)C=O, C=Cc1cccc(-c2cccc(C3(O)CC(C(=O)OC)N(C(=O)OCC[Si](C)(C)C)C3)c2)c1. Starting materials: CCNCC, CCCCO, OCCc1ccc(O)c(-n2nc3ccc(Cl)cc3n2)c1. Yields the product CCN(CC)Cc1cc(CCO)cc(-n2nc3ccc(Cl)cc3n2)c1O. As a reaction SMILES: [CH2:21]([CH3:22])[NH:23][CH2:24][CH3:25].[CH2:26]([OH:27])[CH2:28][CH2:29][CH3:30].[Cl:1][c:2]1[cH:3][c:4]2[c:5]([n:6][n:7](-[c:9]3[c:10]([OH:18])[cH:11][cH:12][c:13]([CH2:15][CH2:16][OH:17])[cH:14]3)[n:8]2)[cH:19][cH:20]1>>[Cl:1][c:2]1[cH:3][c:4]2[c:5]([n:6][n:7](-[c:9]3[c:10]([OH:18])[c:11]([CH2:26][N:23]([CH2:21][CH3:22])[CH2:24][CH3:25])[cH:12][c:13]([CH2:15][CH2:16][OH:17])[cH:14]3)[n:8]2)[cH:19][cH:20]1. Starting materials: BrCC(C(=O)OC(C)(C)C)=C (tert-butyl 2-bromomethylacrylate), ice water, aqueous solution, [OH-].[Na+] (sodium hydroxide), C1(=CC=CC=C1)[S+](C1=CC=CC=C1)C1=CC=CC=C1.OCC(S(=O)(=O)O)(F)F (2-hydroxy-1,1-difluoroethanesulfonic acid triphenylsulfonium). Solvent: C(C)#N (acetonitrile). Yields the product C1(=CC=CC=C1)[S+](C1=CC=CC=C1)C1=CC=CC=C1.C(C)(C)(C)OC(=O)C(COCC(S(=O)(=O)O)(F)F)=C (2-[2-(t-Butoxycarbonyl)allyloxy]-1,1-difluoroethanesulfonic acid triphenylsulfonium). Yield: 61.0%. As a reaction SMILES: [OH-].[Na+].[C:3]1([S+:9]([C:16]2[CH:21]=[CH:20][CH:19]=[CH:18][CH:17]=2)[C:10]2[CH:15]=[CH:14][CH:13]=[CH:12][CH:11]=2)[CH:8]=[CH:7][CH:6]=[CH:5][CH:4]=1.[OH:22][CH2:23][C:24]([F:30])([F:29])[S:25]([OH:28])(=[O:27])=[O:26].Br[CH2:32][C:33](=[CH2:41])[C:34]([O:36][C:37]([CH3:40])([CH3:39])[CH3:38])=[O:35]>C(#N)C>[C:16]1([S+:9]([C:3]2[CH:4]=[CH:5][CH:6]=[CH:7][CH:8]=2)[C:10]2[CH:15]=[CH:14][CH:13]=[CH:12][CH:11]=2)[CH:17]=[CH:18][CH:19]=[CH:20][CH:21]=1.[C:37]([O:36][C:34]([C:33](=[CH2:32])[CH2:41][O:22][CH2:23][C:24]([F:30])([F:29])[S:25]([OH:28])(=[O:27])=[O:26])=[O:35])([CH3:40])([CH3:39])[CH3:38] |f:0.1,2.3,6.7|. Reported procedure: In a 100-ml flask, 31 g of an aqueous solution of 5 mass % sodium hydroxide was placed. The solution was cooled, with stirring, by immersing the flask in an ice water bath. Then, 15.0 g of 2-hydroxy-1,1-difluoroethanesulfonic acid triphenylsulfonium (purity: 95%, 0.035 mol) was gradually added to the solution. The solution was returned to room temperature and stirred for 30 minutes. The solution was again cooled by immersing the flask in the ice water bath. After that, a solution of 6.5 g of ter... Reactants: BrC=1C=C2C(=NC1)N(CC2)C(=O)C=2C=C1NC(C=3N(C1=CC2C)C(=NC3)[C@H]3[C@H](CCC3)O[Si](C)(C)C(C)(C)C)=O (7-[(5-bromo-2,3-dihydro-1H-pyrrolo[2,3-b]pyridin-1-yl)carbonyl]-1-(cis-2-{[tert-butyl(dimethyl)silyl]oxy}cyclopentyl)-8-methylimidazo[1,5-a]quinoxalin-4(5H)-one), Cl (hydrochloric acid). Solvent: CO (methanol). Run at time 3 day. Yields the product BrC=1C=C2C(=NC1)N(CC2)C(=O)C=2C=C1NC(C=3N(C1=CC2C)C(=NC3)[C@H]3[C@H](CCC3)O)=O (7-[(5-bromo-2,3-dihydro-1H-pyrrolo[2,3-b]pyridin-1-yl)carbonyl]-1-(cis-2-hydroxycyclopentyl)-8-methylimidazo[1,5-a]quinoxalin-4(5H)-one). Isolated yield 73.4%. As a reaction SMILES: [Br:1][C:2]1[CH:3]=[C:4]2[CH2:10][CH2:9][N:8]([C:11]([C:13]3[CH:14]=[C:15]4[C:20](=[CH:21][C:22]=3[CH3:23])[N:19]3[C:24]([C@@H:27]5[CH2:31][CH2:30][CH2:29][C@@H:28]5[O:32][Si](C(C)(C)C)(C)C)=[N:25][CH:26]=[C:18]3[C:17](=[O:40])[NH:16]4)=[O:12])[C:5]2=[N:6][CH:7]=1.Cl>CO>[Br:1][C:2]1[CH:3]=[C:4]2[CH2:10][CH2:9][N:8]([C:11]([C:13]3[CH:14]=[C:15]4[C:20](=[CH:21][C:22]=3[CH3:23])[N:19]3[C:24]([C@@H:27]5[CH2:31][CH2:30][CH2:29][C@@H:28]5[OH:32])=[N:25][CH:26]=[C:18]3[C:17](=[O:40])[NH:16]4)=[O:12])[C:5]2=[N:6][CH:7]=1. Procedure: To a mixture of 369 mg of 7-[(5-bromo-2,3-dihydro-1H-pyrrolo[2,3-b]pyridin-1-yl)carbonyl]-1-(cis-2-{[tert-butyl(dimethyl)silyl]oxy}cyclopentyl)-8-methylimidazo[1,5-a]quinoxalin-4(5H)-one and 3.70 mL of methanol was added 0.15 mL of concentrated hydrochloric acid, followed by stirring at room temperature for 3 days. The solvent was evaporated under reduced pressure, then the residue was dissolved in water, and a saturated aqueous sodium hydrogen carbonate solution was added thereto to adjust the ...